From a dataset of the Open Reaction Database (ORD), a public repository of structured organic reaction records. describe an organic reaction: reactants, conditions, products, and yield Reactants: CC1=C(C(=O)C(C(=O)OCC)=COCC)C(=C(C(=C1F)F)F)F (ethyl 2-(2-methyl-3,4,5,6-tetrafluorobenzoyl)-3-ethoxyacrylate), C(O)CN (ethanol amine). The product is CC1=C(C(=O)C(C(=O)OCC)=CNCCO)C(=C(C(=C1F)F)F)F (ethyl 2-(2-methyl-3,4,5,6-tetraflurobenzoyl)-3-(2-hydroxyethyl)aminoacrylate). RXN SMILES: [CH3:1][C:2]1[C:19]([F:20])=[C:18]([F:21])[C:17]([F:22])=[C:16]([F:23])[C:3]=1[C:4]([C:6](=[CH:12]OCC)[C:7]([O:9][CH2:10][CH3:11])=[O:8])=[O:5].[CH2:24]([CH2:26][NH2:27])[OH:25]>>[CH3:1][C:2]1[C:19]([F:20])=[C:18]([F:21])[C:17]([F:22])=[C:16]([F:23])[C:3]=1[C:4]([C:6](=[CH:12][NH:27][CH2:26][CH2:24][OH:25])[C:7]([O:9][CH2:10][CH3:11])=[O:8])=[O:5]. Procedure: Employing ethyl 2-(2-methyl-3,4,5,6-tetrafluorobenzoyl)-3-ethoxyacrylate (7.0 g) and ethanol amine (1.33 ml), the procedure of Reference Example 21 is repeated to give ethyl 2-(2-methyl-3,4,5,6-tetraflurobenzoyl)-3-(2-hydroxyethyl)aminoacrylate. To the product are added pyridine (70 ml) and acetic anhydride (2.57 ml) and the mixture is stirred at room temperature over-night. After concentration, the resultant is diluted with water, subjected to extraction with dichloromethane, and the extract is... The product is FC=1C=C2CC(CC2=CC1)CN[C@H]1CC[C@H](CC1)N1C(=NC2=C1C=CC(=C2)C)C(C)(C)O (cis-2-(1-{4-[(5-fluoro-indan-2-ylmethyl)-amino]-cyclohexyl}-5-methyl-1H-benzoimidazol-2-yl)-propan-2-ol). Procedure details: This compound was prepared from the hydrochloride salt of 2-[1-(4-amino-cyclohexyl)-5-methyl-1H-benzoimidazol-2-yl]-propan-2-ol (prepared as cis/trans-isomer mixture) and 5-fluoro-indan-2-carbaldehyde. The less polar of the two substances isolated by chromatography gave cis-2-(1-{4-[(5-fluoro-indan-2-ylmethyl)-amino]-cyclohexyl}-5-methyl-1H-benzoimidazol-2-yl)-propan-2-ol. The analysis of the 1H-NMR confirmed the cis-conformation of the cyclohexane. LC-MS showed a single peak, C27H34FN3O (m/e) c... Starting materials: hydrochloride salt, NC1CCC(CC1)N1C(=NC2=C1C=CC(=C2)C)C(C)(C)O (2-[1-(4-amino-cyclohexyl)-5-methyl-1H-benzoimidazol-2-yl]-propan-2-ol), FC=1C=C2CC(CC2=CC1)C=O (5-fluoro-indan-2-carbaldehyde). As a reaction SMILES: [NH2:1][CH:2]1[CH2:7][CH2:6][CH:5]([N:8]2[C:12]3[CH:13]=[CH:14][C:15]([CH3:17])=[CH:16][C:11]=3[N:10]=[C:9]2[C:18]([OH:21])([CH3:20])[CH3:19])[CH2:4][CH2:3]1.[F:22][C:23]1[CH:24]=[C:25]2[C:29](=[CH:30][CH:31]=1)[CH2:28][CH:27]([CH:32]=O)[CH2:26]2>>[F:22][C:23]1[CH:24]=[C:25]2[C:29](=[CH:30][CH:31]=1)[CH2:28][CH:27]([CH2:32][NH:1][C@@H:2]1[CH2:3][CH2:4][C@H:5]([N:8]3[C:12]4[CH:13]=[CH:14][C:15]([CH3:17])=[CH:16][C:11]=4[N:10]=[C:9]3[C:18]([OH:21])([CH3:19])[CH3:20])[CH2:6][CH2:7]1)[CH2:26]2. RXN SMILES: [C:1]1([CH3:10])[CH:6]=[CH:5][C:4]([C:7](Cl)=[O:8])=[CH:3][CH:2]=1.[Cl-].[Al+3].[Cl-].[Cl-].[CH3:15][N:16]1[CH:20]=[CH:19][C:18]([C:21]([O:23][CH2:24][CH3:25])=[O:22])=[C:17]1[CH3:26]>ClC(Cl)C>[CH3:15][N:16]1[C:20]([C:7]([C:4]2[CH:5]=[CH:6][C:1]([CH3:10])=[CH:2][CH:3]=2)=[O:8])=[CH:19][C:18]([C:21]([O:23][CH2:24][CH3:25])=[O:22])=[C:17]1[CH3:26] |f:1.2.3.4|. Run in ClC(C)Cl (dichloroethane), ClC(C)Cl (dichloroethane). The product is CN1C(=C(C=C1C(=O)C1=CC=C(C=C1)C)C(=O)OCC)C (Ethyl 1,2-dimethyl-5-(p-toluoyl)pyrrole-3-carboxylate). Reactants: C1(=CC=C(C=C1)C(=O)Cl)C (p-toluoyl chloride), CN1C(=C(C=C1)C(=O)OCC)C (ethyl 1,2-dimethylpyrrole-3-carboxylate), ice, [Cl-].[Al+3].[Cl-].[Cl-] (aluminum chloride). Procedure: Thirty-seven grams of p-toluoyl chloride (0.243 mole) is added to a suspension of 32.4 g. (0.243 mole) of aluminum chloride in 80 ml of dichloroethane. The resulting solution is then added dropwise to a solution of 40.7 g. (0.243 mole) of ethyl 1,2-dimethylpyrrole-3-carboxylate in 80 ml of dichloroethane cooled in an ice bath. After the addition is complete, the resulting solution is stirred at room temperature for 20 minutes, is refluxed for 20 minutes, and is then poured into an ice-3N hydroch... Conditions: time 20 minute. The reactants are [H-].[Na+] (NaH), ClC=1C(=NOC1C)N (4-chloro-5-methyl-3-aminoisoxazole), S1C=C(C=2C1=NC=CC2)S(=O)(=O)Cl (thieno[2,3-b]pyridine-3-sulfonyl chloride). Solvent: C1CCOC1 (THF). Product: ClC=1C(=NOC1C)NS(=O)(=O)C1=CSC2=NC=CC=C21 (N-(4-chloro-5-methyl-3-isoxazolyl)thieno[2,3-b]pyridine-3-sulfonamide). Isolated yield 45.5%. Reaction SMILES: [H-].[Na+].[Cl:3][C:4]1[C:5]([NH2:10])=[N:6][O:7][C:8]=1[CH3:9].[S:11]1[C:15]2=[N:16][CH:17]=[CH:18][CH:19]=[C:14]2[C:13]([S:20](Cl)(=[O:22])=[O:21])=[CH:12]1>C1COCC1>[Cl:3][C:4]1[C:5]([NH:10][S:20]([C:13]2[C:14]3[C:15](=[N:16][CH:17]=[CH:18][CH:19]=3)[S:11][CH:12]=2)(=[O:22])=[O:21])=[N:6][O:7][C:8]=1[CH3:9] |f:0.1|. Procedure: The title compound was prepared by the method of Example 1(C) using NaH (0.12 g, 4.9 mmoles), THF (6 ml), 4-chloro-5-methyl-3-aminoisoxazole (0.26 g, 2.0 mmoles) and thieno[2,3-b]pyridine-3-sulfonyl chloride (0.50 g, 2.1 mmoles), giving 0.30 g (47%) of the title compound as an orange-brown oil. The reactants are O([C@H]1[C@H](O)[C@@H](O)[C@@H](O)[C@H](O1)CO)CCCCCCCCC(=O)OC (8-methoxycarbonyloctyl β-D-galactopyranoside), O.NN (hydrazine hydrate). Run in C(C)O (ethanol). Product: O([C@H]1[C@H](O)[C@@H](O)[C@@H](O)[C@H](O1)CO)CCCCCCCCC(=O)NN (8-hydrazinocarbonyloctyl β-D-galactopyranoside). The yield is 92.0%. RXN SMILES: [O:1]([CH2:13][CH2:14][CH2:15][CH2:16][CH2:17][CH2:18][CH2:19][CH2:20][C:21]([O:23]C)=O)[C@@H:2]1[O:10][C@H:9]([CH2:11][OH:12])[C@H:7]([OH:8])[C@H:5]([OH:6])[C@H:3]1[OH:4].O.[NH2:26][NH2:27]>C(O)C>[O:1]([CH2:13][CH2:14][CH2:15][CH2:16][CH2:17][CH2:18][CH2:19][CH2:20][C:21]([NH:26][NH2:27])=[O:23])[C@@H:2]1[O:10][C@H:9]([CH2:11][OH:12])[C@H:7]([OH:8])[C@H:5]([OH:6])[C@H:3]1[OH:4] |f:1.2|. Procedure: Compoud 1 (1 g) was dissolved in a mixture of ethanol (5 ml) and 85% hydrazine hydrate (2 ml). After 24 h the solvent was evaporated and residual traces of hydrazine removed by co-evaporation with toluene to give 8-hydrazinocarbonyloctyl β-D-galactopyranoside as a white solid which was recrystallized from ethanol, mp 194°, [α]D18 -2.16° (c 1.1, water), 92% yield. Starting materials: Cn1cc(B2OC(C)(C)C(C)(C)O2)cn1, COCCOC, COC(=O)c1c(C#N)ccnc1Cl, [F-], [K+]. Yields the product COC(=O)c1c(C#N)ccnc1-c1cnn(C)c1. RXN SMILES: [CH3:14][n:15]1[n:16][cH:17][c:18]([B:20]2[O:21][C:22]([CH3:23])([CH3:24])[C:25]([CH3:26])([CH3:27])[O:28]2)[cH:19]1.[CH3:31][O:32][CH2:33][CH2:34][O:35][CH3:36].[Cl:1][c:2]1[c:3]([C:4](=[O:5])[O:6][CH3:7])[c:8]([C:12]#[N:13])[cH:9][cH:10][n:11]1.[F-:29].[K+:30]>>[c:2]1(-[c:18]2[cH:17][n:16][n:15]([CH3:14])[cH:19]2)[c:3]([C:4](=[O:5])[O:6][CH3:7])[c:8]([C:12]#[N:13])[cH:9][cH:10][n:11]1.